This data is from the Open Reaction Database (ORD), a public repository of structured organic reaction records. The task is: describe an organic reaction: reactants, conditions, products, and yield Reactants: O=C(N=C=S)c1ccccc1, ClCCl, Nc1cccc(CO)n1, CN(C)C=O. The product is NC(=S)Nc1cccc(CO)n1. As a reaction SMILES: [C:15](=[O:16])([c:17]1[cH:18][cH:19][cH:20][cH:21][cH:22]1)[N:23]=[C:24]=[S:25].[Cl:26][CH2:27][Cl:28].[NH2:1][c:2]1[cH:3][cH:4][cH:5][c:6]([CH2:8][OH:9])[n:7]1.[O:10]=[CH:11][N:12]([CH3:13])[CH3:14]>>[NH:1]([c:2]1[cH:3][cH:4][cH:5][c:6]([CH2:8][OH:9])[n:7]1)[C:24]([NH2:23])=[S:25]. Starting materials: Cc1ccc(S(=O)(=O)OCC2COC(C)(C)O2)cc1, CC#N, O=C(c1cc(O)ccc1F)c1ccc(Nc2ccc(F)cc2F)cc1Cl, [K+], [K+], O=C([O-])[O-]. Yields the product CC1(C)OCC(COc2ccc(F)c(C(=O)c3ccc(Nc4ccc(F)cc4F)cc3Cl)c2)O1. RXN SMILES: [CH3:27][C:28]1([CH3:45])[O:29][CH2:30][CH:31]([CH2:33][O:34][S:35]([c:36]2[cH:37][cH:38][c:39]([CH3:40])[cH:41][cH:42]2)(=[O:43])=[O:44])[O:32]1.[CH3:52][C:53]#[N:54].[Cl:1][c:2]1[c:3]([C:17](=[O:18])[c:19]2[c:20]([F:26])[cH:21][cH:22][c:23]([OH:25])[cH:24]2)[cH:4][cH:5][c:6]([NH:8][c:9]2[c:10]([F:16])[cH:11][c:12]([F:15])[cH:13][cH:14]2)[cH:7]1.[K+:46].[K+:47].[O-:48][C:49]([O-:50])=[O:51]>>[Cl:1][c:2]1[c:3]([C:17](=[O:18])[c:19]2[c:20]([F:26])[cH:21][cH:22][c:23]([O:25][CH2:33][CH:31]3[CH2:30][O:29][C:28]([CH3:27])([CH3:45])[O:32]3)[cH:24]2)[cH:4][cH:5][c:6]([NH:8][c:9]2[c:10]([F:16])[cH:11][c:12]([F:15])[cH:13][cH:14]2)[cH:7]1. Reported procedure: To a mixture of tert-butyl-3-bromobenzoate (65 g, 0.25 mol), 4-tolyl boronic acid (41.3 g, 0.30 mol) and sodium carbonate (150 g) in a mixture of toluene (500 mL) and water (50 mL), tetrakis-triphenylphosphine palladium(0) (14.5 g, 0.05 mol) was added and the reaction mixture was refluxed overnight. Cooled to RT, toluene layer was separated. The organic layer was washed with water, brine, dried. The solvent was removed under vacuum to give tert-butyl-3-(4-tolyl)benzoate (62 g, 90%). The product is C(C)(C)(C)OC(C1=CC(=CC=C1)C1=CC=C(C=C1)C)=O (tert-butyl-3-(4-tolyl)benzoate). RXN SMILES: [C:1]([O:5][C:6](=[O:14])[C:7]1[CH:12]=[CH:11][CH:10]=[C:9](Br)[CH:8]=1)([CH3:4])([CH3:3])[CH3:2].[C:15]1([CH3:24])[CH:20]=[CH:19][C:18](B(O)O)=[CH:17][CH:16]=1.C(=O)([O-])[O-].[Na+].[Na+]>C1(C)C=CC=CC=1.O>[C:1]([O:5][C:6](=[O:14])[C:7]1[CH:12]=[CH:11][CH:10]=[C:9]([C:18]2[CH:19]=[CH:20][C:15]([CH3:24])=[CH:16][CH:17]=2)[CH:8]=1)([CH3:4])([CH3:3])[CH3:2] |f:2.3.4|. Isolated yield 92.4%. Solvent: C1(=CC=CC=C1)C (toluene), O (water). Starting materials: C(C)(C)(C)OC(C1=CC(=CC=C1)Br)=O (tert-butyl-3-bromobenzoate), C1(=CC=C(C=C1)B(O)O)C (4-tolyl boronic acid), C([O-])([O-])=O.[Na+].[Na+] (sodium carbonate), tetrakis-triphenylphosphine palladium(0). As a reaction SMILES: [CH3:1][O:2][C:3]1[C:4]([CH2:37][CH:38]=[CH2:39])=[C:5]([CH:27]=[CH:28][C:29]=1[C:30]([N:32]1[CH2:36][CH2:35][CH2:34][CH2:33]1)=[O:31])[O:6][CH2:7][CH2:8][CH2:9][O:10][C:11]1[C:12]([CH2:24][CH2:25][CH3:26])=[C:13]([CH:21]=[CH:22][CH:23]=1)[O:14][CH2:15][C:16]([O:18]CC)=[O:17].[OH-].[Li+].CO>C(OCC)(=O)C.CCCCCC>[CH3:1][O:2][C:3]1[C:4]([CH2:37][CH:38]=[CH2:39])=[C:5]([CH:27]=[CH:28][C:29]=1[C:30]([N:32]1[CH2:33][CH2:34][CH2:35][CH2:36]1)=[O:31])[O:6][CH2:7][CH2:8][CH2:9][O:10][C:11]1[C:12]([CH2:24][CH2:25][CH3:26])=[C:13]([CH:21]=[CH:22][CH:23]=1)[O:14][CH2:15][C:16]([OH:18])=[O:17] |f:1.2,4.5|. Procedure: The compound of Example 58 (95 mg, 0.176 mmol) and 352 μl (0.352 mmol) of 1M lithium hydroxide were added to 2.0 ml of methanol. The reaction mixture was stirred at room temperature for 4 hours and the solvent was removed under vacuum. Water (5.0 ml) was added to the residue, and the mixture was acidified with 10% hydrochloric acid then extracted three times with ethyl acetate. The combined organic extracts were dried over anhydrous magnesium sulfate and filtered. The solvent was removed under v... Reactants: COC=1C(=C(OCCCOC=2C(=C(OCC(=O)OCC)C=CC2)CCC)C=CC1C(=O)N1CCCC1)CC=C (Ethyl [3-[3-[3-methoxy-2-(2-propenyl)-4-(1-pyrrolidinylcarbonyl)phenoxy]propoxy]-2-propylphenoxy]acetate), [OH-].[Li+] (lithium hydroxide), CO (methanol). The solvent is C(C)(=O)OCC.CCCCCC (ethyl acetate hexane). Conditions: time 4 hour. The product is COC=1C(=C(OCCCOC=2C(=C(OCC(=O)O)C=CC2)CCC)C=CC1C(=O)N1CCCC1)CC=C ([3-[3-[3-Methoxy-2-(2-propenyl)-4-(1-pyrrolidinylcarbonyl)phenoxy]propoxy]-2-propylphenoxy]acetic acid).